Dataset: the Open Reaction Database (ORD), a public repository of structured organic reaction records. Task: describe an organic reaction: reactants, conditions, products, and yield The reactants are C(C(C)C)C1=NC(=CC(=C1)C(CNC(C1=CC(=NC(=C1)C)C)=O)=O)C (N-[2-(2-isobutyl-6-methyl-pyridin-4-yl)-2-oxo-ethyl]-2,6-dimethyl-isonicotinamide), CC[N+](CC)(CC)S(=O)(=O)N=C([O-])OC (Burgess reagent). Run in C1CCOC1 (THF). Conditions: temperature 60 celsius, time 2 hour. Yields the product C(C(C)C)C1=NC(=CC(=C1)C1=CN=C(O1)C1=CC(=NC(=C1)C)C)C (2-isobutyl-4-[2-(2,6-dimethyl-4-pyridinyl)-oxazol-5-yl]-6-methyl-pyridine). Isolated yield 57.6%. As a reaction SMILES: [CH2:1]([C:5]1[CH:10]=[C:9]([C:11](=[O:24])[CH2:12][NH:13][C:14](=O)[C:15]2[CH:20]=[C:19]([CH3:21])[N:18]=[C:17]([CH3:22])[CH:16]=2)[CH:8]=[C:7]([CH3:25])[N:6]=1)[CH:2]([CH3:4])[CH3:3].CC[N+](S(N=C(OC)[O-])(=O)=O)(CC)CC>C1COCC1>[CH2:1]([C:5]1[CH:10]=[C:9]([C:11]2[O:24][C:14]([C:15]3[CH:20]=[C:19]([CH3:21])[N:18]=[C:17]([CH3:22])[CH:16]=3)=[N:13][CH:12]=2)[CH:8]=[C:7]([CH3:25])[N:6]=1)[CH:2]([CH3:4])[CH3:3]. Procedure details: To a solution of N-[2-(2-isobutyl-6-methyl-pyridin-4-yl)-2-oxo-ethyl]-2,6-dimethyl-isonicotinamide (9 mg, 27 μmol) in THF (1 mL), Burgess reagent (20 mg, 80 μmol) is added. The mixture is stirred at 60° C. for 2 h before it is concentrated. The crude product is purified on prep. TLC plates with DCM containing 5% of methanol to give 2-isobutyl-4-[2-(2,6-dimethyl-4-pyridinyl)-oxazol-5-yl]-6-methyl-pyridine (5 mg) as a pale yellow wax; LC-MS: tR=0.96*, [M+1]+=322.12; 1H NMR (CDCl3): δ 1.00 (d, J=6.... Reactants: ClC1=CC=C(CN2C(=CC3=CC(=CC=C23)OCC2=CC=C3C(=N2)C=CO3)CC(C(=O)OC)(C)C)C=C1 (Methyl 3-[1-(4-Chlorobenzyl)-5-(furo[3,2-b]pyridin-5-ylmethoxy) indol-2-yl]-2,2-dimethylpropanoate), [Li+].[OH-] (LiOH). Solvent: C1CCOC1 (THF), CO (MeOH), NH4OAc. Run at temperature 50 celsius. Yields the product ClC1=CC=C(CN2C(=CC3=CC(=CC=C23)OCC2=CC=C3C(=N2)C=CO3)CC(C(=O)O)(C)C)C=C1 (3-[1-(4-Chlorobenzyl)-5-(furo[3,2-b]pyridin-5-ylmethoxy) indol-2-yl]-2,2-dimethylpropanoic acid). RXN SMILES: [Cl:1][C:2]1[CH:36]=[CH:35][C:5]([CH2:6][N:7]2[C:15]3[C:10](=[CH:11][C:12]([O:16][CH2:17][C:18]4[N:23]=[C:22]5[CH:24]=[CH:25][O:26][C:21]5=[CH:20][CH:19]=4)=[CH:13][CH:14]=3)[CH:9]=[C:8]2[CH2:27][C:28]([CH3:34])([CH3:33])[C:29]([O:31]C)=[O:30])=[CH:4][CH:3]=1.[Li+].[OH-]>C1COCC1.CO>[Cl:1][C:2]1[CH:3]=[CH:4][C:5]([CH2:6][N:7]2[C:15]3[C:10](=[CH:11][C:12]([O:16][CH2:17][C:18]4[N:23]=[C:22]5[CH:24]=[CH:25][O:26][C:21]5=[CH:20][CH:19]=4)=[CH:13][CH:14]=3)[CH:9]=[C:8]2[CH2:27][C:28]([CH3:34])([CH3:33])[C:29]([OH:31])=[O:30])=[CH:35][CH:36]=1 |f:1.2|. Procedure details: To a solution of 540 mg(1.1 mmol) of the ester from Step 4 in THF (11 mL) and MeOH (5.5 mL) was added aqueous LiOH 1.0N (3 mL, 3 mmol). The resulting solution was heated at 50° C. for 5 hours. The reaction was diluted with aqueous NH4OAc 25% w/v (50 mL) and the mixture was extracted with EtOAc. The organic layer was dried over MgSO4 and concentrated. The resulting residue was purified by crystallization in EtOAc/hexane (1:4, 30 mL) to give the title compound as a white solid; m.p. 157° C. The so... Reactants: II (Iodine), ClC1=C2C=CC(=NC2=C(C=C1)O)C (5-chloro-8-hydroxy-2-methylquinoline), ICl (iodine monochloride). Solvent: CO (MeOH). Conditions: time 3 hour. Yields the product ClC1=C2C=CC(=NC2=C(C(=C1)I)O)C (5-Chloro-8-hydroxy-7-iodo-2-methylquinoline). Reaction SMILES: [I:1]I.[Cl:3][C:4]1[CH:13]=[CH:12][C:11]([OH:14])=[C:10]2[C:5]=1[CH:6]=[CH:7][C:8]([CH3:15])=[N:9]2.ICl>CO>[Cl:3][C:4]1[CH:13]=[C:12]([I:1])[C:11]([OH:14])=[C:10]2[C:5]=1[CH:6]=[CH:7][C:8]([CH3:15])=[N:9]2. Procedure: Iodine monchloride (19.0 g) is added to a solution of 5-chloro-8-hydroxy-2-methylquinoline (21.5 g) in 250 mL of MeOH, and the resulting mixture is stirred for 3 h. Additional iodine monochloride (4.5 g) is then added, and the mixture is stirred for another 18 h. The reaction mixture is quenched with sated Na2SO3 (aq), then neutralized with sat'd NaHCO, (aq). The solid precipitate is collected by filtration and dried under vacuum to give 31.22 g of the title compound as a pale green solid. The reactants are C(C)OCOC=1C=NC(=NC1)C1=CC=C(C=C1)OC(F)(F)F (5-(ethoxymethoxy)-2-[4-(trifluoromethoxy)phenyl]pyrimidine), Cl (HCl). Solvent: CO (MeOH), O (water). Reaction conditions: time 12 hour. Product: FC(OC1=CC=C(C=C1)C1=NC=C(C=N1)O)(F)F (2-[4-(trifluoromethoxy)phenyl]-5-pyrimidinol). Isolated yield 98.4%. As a reaction SMILES: C(OC[O:5][C:6]1[CH:7]=[N:8][C:9]([C:12]2[CH:17]=[CH:16][C:15]([O:18][C:19]([F:22])([F:21])[F:20])=[CH:14][CH:13]=2)=[N:10][CH:11]=1)C.Cl>CO.O>[F:22][C:19]([F:20])([F:21])[O:18][C:15]1[CH:16]=[CH:17][C:12]([C:9]2[N:8]=[CH:7][C:6]([OH:5])=[CH:11][N:10]=2)=[CH:13][CH:14]=1. Reported procedure: Ether 110 (379 mg, 1.21 mmol) was treated with 1.25M HCl in MeOH (11 mL) and the mixture was stirred at room temperature for 12 h, and then at 53° C. for 2 h. The resulting cooled solution was diluted with water (50 mL) and extracted with CH2Cl2 (5×50 mL). The combined extracts were evaporated to dryness and the residue was triturated in pentane to give 2-[4-(trifluoromethoxy)phenyl]-5-pyrimidinol (112) (305 mg, 99%) as a white solid: mp (pentane) 156-157° C.; 1H NMR (CDCl3) δ 8.45 (s, 2H), 8.38... The reactants are Cl (hydrochloric acid), FC(C(C(F)(F)F)O)(F)F (1,1,1,3,3,3-hexafluoro-2-propanol), C(CC(C)C)=O (isovaleraldehyde), C(CCC)[Li] (n-butyllithium). Solvent: O1CCCC1 (tetrahydrofuran), O1CCCC1 (tetrahydrofuran), CCCCCC (n-hexane). Run at temperature 5 celsius, time 5 hour. Product: FC(C(C(C(CCC)O)(F)F)=O)(F)F (1,1,1,3,3-pentafluoro-4-hydroxy-2-heptanone). As a reaction SMILES: [F:1][C:2]([F:10])([F:9])[CH:3]([OH:8])[C:4](F)([F:6])[F:5].C([Li])CCC.[CH:16](=[O:21])[CH2:17][CH:18](C)[CH3:19].Cl>O1CCCC1.CCCCCC>[F:1][C:2]([F:10])([F:9])[C:3](=[O:8])[C:4]([F:6])([F:5])[CH:16]([OH:21])[CH2:17][CH2:18][CH3:19]. Procedure details: With stirring in a nitrogen atmosphere, a mixture of 111 g of 1,1,1,3,3,3-hexafluoro-2-propanol and 700 ml of tetrahydrofuran was cooled below −40° C., to which 500 ml of a n-hexane solution of 2.64M n-butyllithium was added dropwise. At the temperature, the reaction mixture was stirred for 30 minutes. The cooling bath was changed to ice cooling, allowing the reaction mixture to warm to 5° C. A mixture of 50 g of isovaleraldehyde and 50 ml of tetrahydrofuran was added dropwise. With stirring, th... The reactants are CO[C@]12[C@H](N(CC1)C(=O)O[C@H](C(F)(F)F)C)CN(C2)C(=O)OC(C)(C)C (5-tert-butyl 1-[(2S)-1,1,1-trifluoropropan-2-yl] (3aR,6aR)-3a-methoxyhexahydropyrrolo[3,4-b]pyrrole-1,5-dicarboxylate), C(=O)(C(F)(F)F)O (TFA), C(=O)(O)[O-].[Na+] (NaHCO3). The solvent is C(Cl)(Cl)Cl (CHCl3). Conditions: time 1 hour. Product: CO[C@]12[C@H](N(CC1)C(=O)O[C@H](C(F)(F)F)C)CNC2 ((2S)-1,1,1-trifluoropropan-2-yl (3aR,6aR)-3a-methoxyhexahydropyrrolo[3,4-b]pyrrole-1(2H)-carboxylate). RXN SMILES: [CH3:1][O:2][C@:3]12[CH2:19][N:18](C(OC(C)(C)C)=O)[CH2:17][C@H:4]1[N:5]([C:8]([O:10][C@@H:11]([CH3:16])[C:12]([F:15])([F:14])[F:13])=[O:9])[CH2:6][CH2:7]2.C(O)(C(F)(F)F)=O.C([O-])(O)=O.[Na+]>C(Cl)(Cl)Cl>[CH3:1][O:2][C@:3]12[CH2:19][NH:18][CH2:17][C@H:4]1[N:5]([C:8]([O:10][C@@H:11]([CH3:16])[C:12]([F:15])([F:14])[F:13])=[O:9])[CH2:6][CH2:7]2 |f:2.3|. Reported procedure: To the solution of 5-tert-butyl 1-[(2S)-1,1,1-trifluoropropan-2-yl] (3aR,6aR)-3a-methoxyhexahydropyrrolo[3,4-b]pyrrole-1,5-dicarboxylate (15 mg) in CHCl3 (0.5 mL) was added TFA (0.5 mL). After stirring for 1 hour at room temperature, the mixture was poured into saturated aqueous solution of NaHCO3 and extracted with CHCl3. The extract was dried over Na2SO4 and concentrated to give (2S)-1,1,1-trifluoropropan-2-yl (3aR,6aR)-3a-methoxyhexahydropyrrolo[3,4-b]pyrrole-1(2H)-carboxylate as a pale yello... The solvent is C(C)O (ethanol). Reactants: C(C)OC(=O)C=1NC(=C(C1C)CCC(=O)OCC)C=O (5-formyl-4-(2-ethoxycarbonylethyl)-3-methyl-1H-pyrrole-2-carboxylic acid ethyl ester), C(C)OC=1C=C(C=CC1)C1=CC=C2CC(NC2=C1)=O (6-(3-ethoxyphenyl)-2-oxindole). Yield: 80.4%. Product: C(=O)(O)CCC=1C(=C(NC1C=C1C(NC2=CC(=CC=C12)C1=CC(=CC=C1)OCC)=O)C(=O)O)C (4-(2-Carboxyethyl)-5-[6-(3-ethoxyphenyl)-2-oxo-1,2-dihydroindol-3-ylidenemethyl]-3-methyl-1H-pyrrole-2-carboxylic acid). Run at temperature 90 celsius, time 8 hour. Reaction SMILES: C([O:3][C:4]([C:6]1[NH:7][C:8]([CH:19]=O)=[C:9]([CH2:12][CH2:13][C:14]([O:16]CC)=[O:15])[C:10]=1[CH3:11])=[O:5])C.[CH2:21]([O:23][C:24]1[CH:25]=[C:26]([C:30]2[CH:38]=[C:37]3[C:33]([CH2:34][C:35](=[O:39])[NH:36]3)=[CH:32][CH:31]=2)[CH:27]=[CH:28][CH:29]=1)[CH3:22]>N1CCCCC1.C(O)C>[C:14]([CH2:13][CH2:12][C:9]1[C:10]([CH3:11])=[C:6]([C:4]([OH:3])=[O:5])[NH:7][C:8]=1[CH:19]=[C:34]1[C:33]2[C:37](=[CH:38][C:30]([C:26]3[CH:27]=[CH:28][CH:29]=[C:24]([O:23][CH2:21][CH3:22])[CH:25]=3)=[CH:31][CH:32]=2)[NH:36][C:35]1=[O:39])([OH:16])=[O:15]. Procedure: A mixture of 5-formyl-4-(2-ethoxycarbonylethyl)-3-methyl-1H-pyrrole-2-carboxylic acid ethyl ester (281 mg), 6-(3-ethoxyphenyl)-2-oxindole (304 mg), and piperidine (2 drops) in ethanol (5 mL) were held at 90° C. overnight. The precipitate that formed was filtered, washed with ethanol. The precipitate, an orange solid, was stirred with potassium hydroxide (4 pellets) in ethanol (3 mL) at 90° C. for 2.5 hours. The reaction mixture was cooled and concentrated. The residue was dissolved into water an... Reagents/catalysts: N1CCCCC1 (piperidine).